This data is from the Open Reaction Database (ORD), a public repository of structured organic reaction records. The task is: describe an organic reaction: reactants, conditions, products, and yield Starting materials: CC(C#C/C=C/CN(C(C)C)CC1=CC(=CC=C1)C(=C)C)(C)C (trans-N-(6,6-Dimethyl-2-hepten-4-ynyl)-N-isopropyl-(3-isopropenylbenzyl)amine), Cl.C(C)(=O)OCC (hydrochloric acid ethyl acetate). Product: Cl.CC(C#C/C=C/CN(C(C)C)CC1=CC(=CC=C1)C(=C)C)(C)C (trans-N-(6,6-Dimethyl-2-hepten-4-ynyl)-N-isopropyl-(3-isopropenylbenzyl)amine Hydrochloride). The yield is 84.4%. RXN SMILES: [CH3:1][C:2]([CH3:23])([CH3:22])[C:3]#[C:4]/[CH:5]=[CH:6]/[CH2:7][N:8]([CH2:12][C:13]1[CH:18]=[CH:17][CH:16]=[C:15]([C:19]([CH3:21])=[CH2:20])[CH:14]=1)[CH:9]([CH3:11])[CH3:10].[ClH:24].C(OCC)(=O)C>>[ClH:24].[CH3:23][C:2]([CH3:1])([CH3:22])[C:3]#[C:4]/[CH:5]=[CH:6]/[CH2:7][N:8]([CH2:12][C:13]1[CH:18]=[CH:17][CH:16]=[C:15]([C:19]([CH3:21])=[CH2:20])[CH:14]=1)[CH:9]([CH3:11])[CH3:10] |f:1.2,3.4|. Reported procedure: The procedure described in Example 12 was repeated, except that Compound 41 (1.50 g; 4.9 mmol) and 4N hydrochloric acid—ethyl acetate (1.3 ml; 5.2 mmol) were used, to thereby yield 1.43 g of the target compound (yield: 85.3%). Reactants: BrCC (Bromoethane), CC1(CNCC2=CC(=CC=C12)[N+](=O)[O-])C (4,4-dimethyl-7-nitro-1,2,3,4-tetrahydroisoquinoline), C(=O)([O-])[O-].[K+].[K+] (K2CO3). The solvent is CN(C=O)C (N,N-dimethylformamide). Conditions: temperature 50 celsius, time 4 hour. The product is C(C)N1CC2=CC(=CC=C2C(C1)(C)C)[N+](=O)[O-] (2-ethyl-4,4-dimethyl-7-nitro-1,2,3,4-tetrahydroisoquinoline). As a reaction SMILES: Br[CH2:2][CH3:3].[CH3:4][C:5]1([CH3:18])[C:14]2[C:9](=[CH:10][C:11]([N+:15]([O-:17])=[O:16])=[CH:12][CH:13]=2)[CH2:8][NH:7][CH2:6]1.C([O-])([O-])=O.[K+].[K+]>CN(C)C=O>[CH2:2]([N:7]1[CH2:6][C:5]([CH3:18])([CH3:4])[C:14]2[C:9](=[CH:10][C:11]([N+:15]([O-:17])=[O:16])=[CH:12][CH:13]=2)[CH2:8]1)[CH3:3] |f:2.3.4|. Procedure details: Bromoethane (0.75 g, 6.88 mmol) was added to a solution of 4,4-dimethyl-7-nitro-1,2,3,4-tetrahydroisoquinoline (1.4 g, 6.79 mmol) and K2CO3 (2 g, 14.47 mmol) in N,N-dimethylformamide (80 mL). The mixture was stirred at 50° C. for 4 hours. The solvent was removed under vacuum to give a residue which was purified by silica gel column chromatography eluting with 10% ethyl acetate/heptane to provide the title compound. The reactants are ClC1=C(C=CC=C1Cl)CS(=O)(=O)O ((2,3-dichlorophenyl)-methanesulfonic acid), CN(C)C=O (DMF), C(C(=O)Cl)(=O)Cl (oxalyl chloride), CCOC(=O)C.CCCCCC (EtOAc Hexane), CCOC(=O)C.CCCCCC (EtOAc Hexane). Run in C1CCOC1 (THF). Run at temperature 0 celsius. Yields the product ClC1=C(C=CC=C1Cl)CS(=O)(=O)Cl ((2,3-dichlorophenyl)-methanesulfonyl chloride). Isolated yield 54.7%. Reaction SMILES: [Cl:1][C:2]1[C:7]([Cl:8])=[CH:6][CH:5]=[CH:4][C:3]=1[CH2:9][S:10]([OH:13])(=O)=[O:11].CN(C=O)C.C(Cl)(=O)C([Cl:22])=O.CCOC(C)=O.CCCCCC>C1COCC1>[Cl:1][C:2]1[C:7]([Cl:8])=[CH:6][CH:5]=[CH:4][C:3]=1[CH2:9][S:10]([Cl:22])(=[O:13])=[O:11] |f:3.4|. Reported procedure: (2,3-dichlorophenyl)-methanesulfonic acid (260 mg, 1.0 mmole) was dissolved in 5 mL dry THF and cooled to 0° C. A catalytic drop of DMF was added followed by oxalyl chloride (0.44 mL, 5.0 mmole). The reaction mixture was allowed to warm to room temperature over 90 minutes and then filtered through Celite®, rinsing the Celite® with an additional 15 mL dry THF. The filtrate was evaporated to a volume of ca. 5 mL and then 5 mL water was added in small portions, cooling the vessel in a water bath. T... Starting materials: BrC1=CC=2C3=C(C=NC2C=C1)N(C(N3[C@@H]3C[C@@H](C3)OC)=O)C (8-bromo-1-(cis-3-methoxycyclobutyl)-3-methylimidazo[4,5-c]quinolin-2-one), CN(CCCOC1=NC=C(C=C1)B1OC(C(O1)(C)C)(C)C)C (N,N-dimethyl-3-[5-(4,4,5,5-tetramethyl-1,3,2-dioxaborolan-2-yl)pyridin-2-yl]oxypropan-1-amine), C([O-])([O-])=O.[Cs+].[Cs+] (cesium carbonate). Reagents/catalysts: C=1C=CC(=CC1)[P](C=2C=CC=CC2)(C=3C=CC=CC3)[Pd]([P](C=4C=CC=CC4)(C=5C=CC=CC5)C=6C=CC=CC6)([P](C=7C=CC=CC7)(C=8C=CC=CC8)C=9C=CC=CC9)[P](C=1C=CC=CC1)(C=1C=CC=CC1)C=1C=CC=CC1 (Pd(Ph3P)4). Solvent: O1CCOCC1 (1,4-dioxane), O (water). Conditions: temperature 90 celsius, time 3 hour. Product: CN(CCCOC1=CC=C(C=N1)C1=CC=2C3=C(C=NC2C=C1)N(C(N3[C@@H]3C[C@@H](C3)OC)=O)C)C (8-[6-(3-Dimethylaminopropoxy)pyridin-3-yl]-1-(cis-3-methoxycyclobutyl)-3-methylimidazo[4,5-c]quinolin-2-one). Yield: 75.5%. Reaction SMILES: Br[C:2]1[CH:11]=[CH:10][C:9]2[N:8]=[CH:7][C:6]3[N:12]([CH3:22])[C:13](=[O:21])[N:14]([C@H:15]4[CH2:18][C@@H:17]([O:19][CH3:20])[CH2:16]4)[C:5]=3[C:4]=2[CH:3]=1.[CH3:23][N:24]([CH3:44])[CH2:25][CH2:26][CH2:27][O:28][C:29]1[CH:34]=[CH:33][C:32](B2OC(C)(C)C(C)(C)O2)=[CH:31][N:30]=1.C(=O)([O-])[O-].[Cs+].[Cs+]>O1CCOCC1.O.C1C=CC([P]([Pd]([P](C2C=CC=CC=2)(C2C=CC=CC=2)C2C=CC=CC=2)([P](C2C=CC=CC=2)(C2C=CC=CC=2)C2C=CC=CC=2)[P](C2C=CC=CC=2)(C2C=CC=CC=2)C2C=CC=CC=2)(C2C=CC=CC=2)C2C=CC=CC=2)=CC=1>[CH3:44][N:24]([CH3:23])[CH2:25][CH2:26][CH2:27][O:28][C:29]1[N:30]=[CH:31][C:32]([C:2]2[CH:11]=[CH:10][C:9]3[N:8]=[CH:7][C:6]4[N:12]([CH3:22])[C:13](=[O:21])[N:14]([C@H:15]5[CH2:18][C@@H:17]([O:19][CH3:20])[CH2:16]5)[C:5]=4[C:4]=3[CH:3]=2)=[CH:33][CH:34]=1 |f:2.3.4,^1:61,63,82,101|. Procedure: Pd(Ph3P)4 (2.074 g, 1.79 mmol) was added to a mixture of 8-bromo-1-(cis-3-methoxycyclobutyl)-3-methylimidazo[4,5-c]quinolin-2-one (13 g, 35.89 mmol), N,N-dimethyl-3-[5-(4,4,5,5-tetramethyl-1,3,2-dioxaborolan-2-yl)pyridin-2-yl]oxypropan-1-amine (13.15 g, 43.07 mmol) and cesium carbonate (23.39 g, 71.78 mmol) in 1,4-dioxane (200 mL) and water (40 mL) under nitrogen. The resulting mixture was stirred at 90° C. for 3 h before being allowed to cool. The reaction mixture was concentrated and diluted w...